This data is from the Open Reaction Database (ORD), a public repository of structured organic reaction records. The task is: describe an organic reaction: reactants, conditions, products, and yield Starting materials: CCCC[P+](CCCC)(CCCC)CCCC, C[SiH](Cl)Cl, [Cl-], ClCSc1ccccc1. Yields the product C[Si](Cl)(Cl)CSc1ccccc1. Reaction SMILES: [CH2:15]([P+:16]([CH2:17][CH2:18][CH2:19][CH3:20])([CH2:21][CH2:22][CH2:23][CH3:24])[CH2:25][CH2:26][CH2:27][CH3:28])[CH2:29][CH2:30][CH3:31].[CH3:10][SiH:11]([Cl:12])[Cl:13].[Cl-:14].[c:1]1([S:7][CH2:8][Cl:9])[cH:2][cH:3][cH:4][cH:5][cH:6]1>>[c:1]1([S:7][CH2:8][Si:11]([CH3:10])([Cl:12])[Cl:13])[cH:2][cH:3][cH:4][cH:5][cH:6]1. Starting materials: O=C1CCC(=O)N1Br, CC(=O)NC(CC(C)COC(C)=O)c1cccs1, CN(C)C=O, O. The product is CC(=O)NC(CC(C)COC(C)=O)c1ccc(Br)s1. As a reaction SMILES: [Br:19][N:20]1[C:21](=[O:22])[CH2:23][CH2:24][C:25]1=[O:26].[C:1]([CH3:2])(=[O:3])[O:4][CH2:5][CH:6]([CH2:7][CH:8]([c:9]1[s:10][cH:11][cH:12][cH:13]1)[NH:14][C:15]([CH3:16])=[O:17])[CH3:18].[CH3:28][N:29]([CH3:30])[CH:31]=[O:32].[OH2:27]>>[C:1]([CH3:2])(=[O:3])[O:4][CH2:5][CH:6]([CH2:7][CH:8]([c:9]1[s:10][c:11]([Br:19])[cH:12][cH:13]1)[NH:14][C:15]([CH3:16])=[O:17])[CH3:18]. The reactants are Cl.CSC=1NCC(N1)C1=C(C=CC=C1Cl)Cl (2-methylmercapto-4-(2',6'-dichloro-phenyl)-2-imidazoline hydrochloride), NCCN1CCOCC1 (N-(β-amino-ethyl)-morpholine). The solvent is C(C)O (ethanol). Conditions: temperature 150 celsius. Product: Cl.O1CCN(CC1)CCNC=1NCC(N1)C1=C(C=CC=C1Cl)Cl (2-[(β-Morpholino-ethyl)-amino]-4-(2',6'-dichloro-phenyl)-2-imidazoline hydrochloride). RXN SMILES: Cl.CS[C:4]1[NH:5][CH2:6][CH:7]([C:9]2[C:14]([Cl:15])=[CH:13][CH:12]=[CH:11][C:10]=2[Cl:16])[N:8]=1.[NH2:17][CH2:18][CH2:19][N:20]1[CH2:25][CH2:24][O:23][CH2:22][CH2:21]1>C(O)C>[ClH:15].[O:23]1[CH2:24][CH2:25][N:20]([CH2:19][CH2:18][NH:17][C:4]2[NH:5][CH2:6][CH:7]([C:9]3[C:14]([Cl:15])=[CH:13][CH:12]=[CH:11][C:10]=3[Cl:16])[N:8]=2)[CH2:21][CH2:22]1 |f:0.1,4.5|. Procedure details: A mixture consisting of 6.0 gm (0.0202 mol) of 2-methylmercapto-4-(2',6'-dichloro-phenyl)-2-imidazoline hydrochloride and 3.25 gm (0.025 mol) of N-(β-amino-ethyl)-morpholine was melted by heating it for 30 minutes at 150° C. Thereafter, while still hot, the molten mass was dissolved in ethanol and reprecipitated from solution by addition of ether. The precipitate, which solidified after some time, was collected and recrystallized from ethanol/acetone and, for further purification, briefly heated... Reactants: Br, COc1ncc(-c2ccc3nc(N4CCC(N5CCCCC5)C4)sc3c2)cn1. Yields the product Oc1ncc(-c2ccc3nc(N4CCC(N5CCCCC5)C4)sc3c2)cn1. As a reaction SMILES: [BrH:29].[CH3:1][O:2][c:3]1[n:4][cH:5][c:6](-[c:9]2[cH:10][c:11]3[c:12]([n:13][c:14]([N:16]4[CH2:17][CH:18]([N:21]5[CH2:22][CH2:23][CH2:24][CH2:25][CH2:26]5)[CH2:19][CH2:20]4)[s:15]3)[cH:27][cH:28]2)[cH:7][n:8]1>>[OH:2][c:3]1[n:4][cH:5][c:6](-[c:9]2[cH:10][c:11]3[c:12]([n:13][c:14]([N:16]4[CH2:17][CH:18]([N:21]5[CH2:22][CH2:23][CH2:24][CH2:25][CH2:26]5)[CH2:19][CH2:20]4)[s:15]3)[cH:27][cH:28]2)[cH:7][n:8]1. The reactants are FC1=C(C=CC(=C1)B1OC(C(O1)(C)C)(C)C)C=1N=CC(=NC1)N (5-(2-fluoro-4-(4,4,5,5-tetramethyl-1,3,2-dioxaborolan-2-yl)phenyl)pyrazin-2-amine), BrC1=C(C=CC=C1)N1C(NCC1)=O (1-(2-bromophenyl)imidazolidin-2-one). The product is NC=1N=CC(=NC1)C1=C(C=C(C=C1)C1=C(C=CC=C1)N1C(NCC1)=O)F (1-(4′-(5-Aminopyrazin-2-yl)-3′-fluoro-[1,1′-biphenyl]-2-yl)imidazolidin-2-one). Reaction SMILES: [F:1][C:2]1[CH:7]=[C:6](B2OC(C)(C)C(C)(C)O2)[CH:5]=[CH:4][C:3]=1[C:17]1[N:18]=[CH:19][C:20]([NH2:23])=[N:21][CH:22]=1.Br[C:25]1[CH:30]=[CH:29][CH:28]=[CH:27][C:26]=1[N:31]1[CH2:35][CH2:34][NH:33][C:32]1=[O:36]>>[NH2:23][C:20]1[N:21]=[CH:22][C:17]([C:3]2[CH:4]=[CH:5][C:6]([C:25]3[CH:30]=[CH:29][CH:28]=[CH:27][C:26]=3[N:31]3[CH2:35][CH2:34][NH:33][C:32]3=[O:36])=[CH:7][C:2]=2[F:1])=[N:18][CH:19]=1. Reported procedure: The title compound was prepared using conditions analogous to those used to make Example 6 utilizing 5-(2-fluoro-4-(4,4,5,5-tetramethyl-1,3,2-dioxaborolan-2-yl)phenyl)pyrazin-2-amine and 1-(2-bromophenyl)imidazolidin-2-one. MS (ESI): mass calcd. for C19H16FN5O, 349.13; m/z found, 350.0 [M+H]+. 1H NMR (400 MHz, CD3OD) δ 8.41 (s, 1H), 8.10 (s, 1H), 7.94 (m, 1H), 7.81-7.77 (m, 1H), 7.51-7.46 (m, 5H), 3.51 (t, J=6.2, 2H), 3.37 (t, J=6.2, 2H). The reactants are Cl (hydrochloric acid), ClC1(CC(=C(C#N)C=C1)SC1=CC=CC=C1)C#N (p-Chlorophenylthioterephthalonitrile), [N-]=[N+]=[N-].[Na+] (sodium azide), [Cl-].[NH4+] (ammonium chloride). Run in CN(C=O)C (dimethylformamide). Product: ClC1=CC=C(C=C1)SC1=C(C#N)C=CC(=C1)C1=NN=NN1 (2-(p-Chlorophenylthio)-4-(5-tetrazolyl)benzonitrile). As a reaction SMILES: Cl[C:2]1([C:17]#[N:18])[CH:9]=[CH:8][C:5]([C:6]#[N:7])=[C:4]([S:10][C:11]2[CH:16]=[CH:15][CH:14]=[CH:13][CH:12]=2)[CH2:3]1.[N-:19]=[N+:20]=[N-:21].[Na+].[Cl-:23].[NH4+].Cl>CN(C)C=O>[Cl:23][C:14]1[CH:15]=[CH:16][C:11]([S:10][C:4]2[CH:3]=[C:2]([C:17]3[NH:18][N:21]=[N:20][N:19]=3)[CH:9]=[CH:8][C:5]=2[C:6]#[N:7])=[CH:12][CH:13]=1 |f:1.2,3.4|. Procedure details: p-Chlorophenylthioterephthalonitrile (3.28 g), sodium azide (0.78 g), ammonium chloride (0.65g) and dimethylformamide (30 ml) were heated together on the steam bath for 16 hr. The mixture was cooled and poured into dilute hydrochloric acid. The oil which precipitated and solidified slowly was dissolved in sodium bicarbonate solution and the solution extracted with chloroform to remove unchanged starting material. Acidification of the aqueous solution precipitated 2-(p-Chlorphenylthio)-4-(5-tetra... Starting materials: N([C@H](CCCCNC(=O)C(F)(F)F)C(=O)N([C@@H](CCCNC(NS(=O)(=O)C1=CC=C(C)C=C1)=N)C(=O)NCC(=O)OCC1=CC=CC=C1)C)C(=O)OC(C)(C)C (Boc-D-Lys(Tfa)-NMeArg(Tos)-Gly-OBzl), C(C)OCC (ethyl ether). The solvent is CO (methanol). Conditions: time 90 minute. The product is N([C@H](CCCCNC(=O)C(F)(F)F)C(=O)N([C@@H](CCCNC(NS(=O)(=O)C1=CC=C(C)C=C1)=N)C(=O)NCC(=O)O)C)C(=O)OC(C)(C)C (Boc-D-Lys(Tfa)-NMeArg(Tos)-Gly). Isolated yield 94.0%. RXN SMILES: [NH:1]([C:50]([O:52][C:53]([CH3:56])([CH3:55])[CH3:54])=[O:51])[C@@H:2]([C:14]([N:16]([CH3:49])[C@H:17]([C:35]([NH:37][CH2:38][C:39]([O:41]CC1C=CC=CC=1)=[O:40])=[O:36])[CH2:18][CH2:19][CH2:20][NH:21][C:22](=[NH:34])[NH:23][S:24]([C:27]1[CH:33]=[CH:32][C:30]([CH3:31])=[CH:29][CH:28]=1)(=[O:26])=[O:25])=[O:15])[CH2:3][CH2:4][CH2:5][CH2:6][NH:7][C:8]([C:10]([F:13])([F:12])[F:11])=[O:9].C(OCC)C>CO>[NH:1]([C:50]([O:52][C:53]([CH3:56])([CH3:55])[CH3:54])=[O:51])[C@@H:2]([C:14]([N:16]([CH3:49])[C@H:17]([C:35]([NH:37][CH2:38][C:39]([OH:41])=[O:40])=[O:36])[CH2:18][CH2:19][CH2:20][NH:21][C:22](=[NH:34])[NH:23][S:24]([C:27]1[CH:33]=[CH:32][C:30]([CH3:31])=[CH:29][CH:28]=1)(=[O:25])=[O:26])=[O:15])[CH2:3][CH2:4][CH2:5][CH2:6][NH:7][C:8]([C:10]([F:12])([F:11])[F:13])=[O:9]. Procedure: A solution of Boc-D-Lys(Tfa)-NMeArg(Tos)-Gly-OBzl (11.00 g, 13.5 mmol) in methanol (200 ml) was placed in a Parr shaker bottle, purged with N2 for 10 minutes, and treated with 10% palladium on carbon catalyst (10% Pd/C, 3.6 g). The shaker bottle was further purged with 7 pressurization-evacuation cycles, repressurized, and allowed to shake 90 minutes, during which time the calculated amount of hydrogen was consumed. The catalyst was removed by filtration through a bed of Celite and the filtrate ...